Dataset: the Open Reaction Database (ORD), a public repository of structured organic reaction records. Task: describe an organic reaction: reactants, conditions, products, and yield Reactants: BrC1=CNC(C2=CC=C(C=C12)OC)=O (4-bromo-6-methoxyisoquinolin-1(2H)-one), N1CCOCC1 (morpholine), CCN(C(C)C)C(C)C (DIPEA). Run in C(CO)O (ethylene glycol). Product: COC=1C=C2C(=CN=C(C2=CC1)O)N1CCOCC1 (6-methoxy-4-morpholinoisoquinolin-1-ol). The yield is 56.6%. As a reaction SMILES: Br[C:2]1[C:11]2[C:6](=[CH:7][CH:8]=[C:9]([O:12][CH3:13])[CH:10]=2)[C:5](=[O:14])[NH:4][CH:3]=1.[NH:15]1[CH2:20][CH2:19][O:18][CH2:17][CH2:16]1.CCN(C(C)C)C(C)C>C(O)CO>[CH3:13][O:12][C:9]1[CH:10]=[C:11]2[C:6](=[CH:7][CH:8]=1)[C:5]([OH:14])=[N:4][CH:3]=[C:2]2[N:15]1[CH2:20][CH2:19][O:18][CH2:17][CH2:16]1. Procedure: To a solution of 4-bromo-6-methoxyisoquinolin-1(2H)-one (0.5 g, 1.968 mmol) and morpholine (0.429 g, 4.92 mmol) in ethylene glycol (2.5 ml) was added DIPEA (1.031 ml, 5.90 mmol). The reaction was irradiated in a microwave at 145° C. for 1.5 h. The reaction mixture was adsorbed on silica was purified by silica gel chromatography (30% ethyl acetate in pet ether) to get desired compound (0.29 g, 53.8%) as solid. 1H NMR (400 MHz, CDCl3): δ ppm 10.98(s, 1H), 8.11 (s, 1H), 7.24-7.11 (m, 3H), 3.88 (s, ... Starting materials: CO (MeOH), O.[OH-].[Li+] (lithium hydroxide monohydrate), COC(=O)C=1SC(=CC1N(C1=CC=C(C=C1)OC1=NC=CC=C1)C(=O)C1CCC(CC1)C)C#CC(C)(C)C (5-(3,3-Dimethyl-but-1-ynyl)-3-{(4-methyl-cyclohexanecarbonyl)-[4-(pyridin-2-yloxy)-phenyl]-amino}-thiophene-2-carboxylic acid methyl ester), C1CCOC1 (THF). Run in O (water). Run at temperature 60 celsius. Product: CC(C#CC1=CC(=C(S1)C(=O)O)N(C1=CC=C(C=C1)OC1=NC=CC=C1)C(=O)C1CCC(CC1)C)(C)C (5-(3,3-Dimethyl-but-1-ynyl)-3-{(4-methyl-cyclohexanecarbonyl)-[4-(pyridin-2-yloxy)-phenyl]-amino}-thiophene-2-carboxylic acid). Yield: 70.0%. Reaction SMILES: C[O:2][C:3]([C:5]1[S:6][C:7]([C:33]#[C:34][C:35]([CH3:38])([CH3:37])[CH3:36])=[CH:8][C:9]=1[N:10]([C:24]([CH:26]1[CH2:31][CH2:30][CH:29]([CH3:32])[CH2:28][CH2:27]1)=[O:25])[C:11]1[CH:16]=[CH:15][C:14]([O:17][C:18]2[CH:23]=[CH:22][CH:21]=[CH:20][N:19]=2)=[CH:13][CH:12]=1)=[O:4].C1COCC1.CO.O.[OH-].[Li+]>O>[CH3:36][C:35]([CH3:37])([CH3:38])[C:34]#[C:33][C:7]1[S:6][C:5]([C:3]([OH:4])=[O:2])=[C:9]([N:10]([C:24]([CH:26]2[CH2:27][CH2:28][CH:29]([CH3:32])[CH2:30][CH2:31]2)=[O:25])[C:11]2[CH:12]=[CH:13][C:14]([O:17][C:18]3[CH:23]=[CH:22][CH:21]=[CH:20][N:19]=3)=[CH:15][CH:16]=2)[CH:8]=1 |f:3.4.5|. Reported procedure: 5-(3,3-Dimethyl-but-1-ynyl)-3-{(4-methyl-cyclohexanecarbonyl)-[4-(pyridin-2-yloxy)-phenyl]-amino}-thiophene-2-carboxylic acid methyl ester (174 mg, 0.33 mmol) in a 3:2:1 mixture of THF:MeOH:water (5 mL) was treated with lithium hydroxide monohydrate (0.69 g, 1.65 mmol) and heated to 60° C. for 1 hour. The organic volatiles were evaporated under reduced pressure and the crude material was purified by reverse-phase HPLC to afford the title compound in 70% yield. MS (m/z): 517.0 [M+H]−; HPLC retent... Starting materials: F[B-](F)(F)F, N#[N+]c1ccc(Cl)cc1Br, C[S-], CC#N, N#N, [Na+]. Yields the product CSc1ccc(Cl)cc1Br. Reaction SMILES: [B-:1]([F:2])([F:3])([F:4])[F:5].[Br:6][c:7]1[c:8]([N+:14]#[N:15])[cH:9][cH:10][c:11]([Cl:13])[cH:12]1.[CH3:16][S-:17].[CH3:21][C:22]#[N:23].[N:19]#[N:20].[Na+:18]>>[Br:6][c:7]1[c:8]([S:17][CH3:16])[cH:9][cH:10][c:11]([Cl:13])[cH:12]1. Reactants: ClC=1C=C(C=2N(N1)C(=C(N2)C)C(C2=C(C=C(C=C2)Cl)F)=O)CN2C(C1=CC=CC=C1C2=O)=O (2-((6-chloro-3-(4-chloro-2-fluorobenzoyl)-2-methylimidazo[1,2-b]pyridazin-8-yl)methyl)isoindoline-1,3-dione), C(C)O (ethanol), NN (hydrazine). The solvent is CC(OCC)=O (EA). Conditions: time 2 day. Product: NCC=1C=2N(N=C(C1)Cl)C(=C(N2)C)C(=O)C2=C(C=C(C=C2)Cl)F ((8-(Aminomethyl)-6-chloro-2-methylimidazo[1,2-b]pyridazin-3-yl)(4-chloro-2-fluorophenyl)methanone). RXN SMILES: [Cl:1][C:2]1[CH:3]=[C:4]([CH2:22][N:23]2C(=O)C3C(=CC=CC=3)C2=O)[C:5]2[N:6]([C:8]([C:12](=[O:21])[C:13]3[CH:18]=[CH:17][C:16]([Cl:19])=[CH:15][C:14]=3[F:20])=[C:9]([CH3:11])[N:10]=2)[N:7]=1.C(O)C.NN>CC(=O)OCC>[NH2:23][CH2:22][C:4]1[C:5]2[N:6]([C:8]([C:12]([C:13]3[CH:18]=[CH:17][C:16]([Cl:19])=[CH:15][C:14]=3[F:20])=[O:21])=[C:9]([CH3:11])[N:10]=2)[N:7]=[C:2]([Cl:1])[CH:3]=1. Procedure details: Combine 2-((6-chloro-3-(4-chloro-2-fluorobenzoyl)-2-methylimidazo[1,2-b]pyridazin-8-yl)methyl)isoindoline-1,3-dione (7.30 g, 15.1 mmol), ethanol (200 mL), and hydrazine (1.45 mL, 3 equiv.) in a round bottom flask and place under nitrogen. Stir for 2 days at RT. Heat for 2 h at 50° C. then concentrate the reaction in vacuo. Dilute with EA. Wash the organics with 1 N HCl (aq) to pull product into the aqueous layer. Make the aqueous layer basic with 1 N NaOH (aq) and extract with EA. Wash the EA la... The reactants are NC1=C(C=C(C#N)C=C1C)Cl (4-amino-3-chloro-5-methylbenzonitrile), C[Si](C)(C)[N-][Si](C)(C)C.[Na+] (NaHMDS), Cl (HCl), C(C)(=O)Cl (acetyl chloride). Solvent: C1CCOC1 (THF), C1CCOC1 (THF), O (water), C(Cl)Cl (DCM). Reaction conditions: time 8 hour. Yields the product C(C)(=O)NC1=C(C=C(C#N)C=C1C)Cl (4-acetamido-3-chloro-5-methylbenzonitrile). Isolated yield 34.0%. Reaction SMILES: [NH2:1][C:2]1[C:9]([CH3:10])=[CH:8][C:5]([C:6]#[N:7])=[CH:4][C:3]=1[Cl:11].C[Si]([N-][Si](C)(C)C)(C)C.[Na+].[C:22](Cl)(=[O:24])[CH3:23].Cl>C1COCC1.O.C(Cl)Cl>[C:22]([NH:1][C:2]1[C:9]([CH3:10])=[CH:8][C:5]([C:6]#[N:7])=[CH:4][C:3]=1[Cl:11])(=[O:24])[CH3:23] |f:1.2|. Reported procedure: To a stirred solution of 4-amino-3-chloro-5-methylbenzonitrile (0.516 g, 3.1 mmol) in 10 mL of THF at room temperature was added 6.6 mL of 1.0 M NaHMDS in THF. The resulting reaction mixture was stirred at room temperature for 30 min., at which time acetyl chloride (3.1 mmol) was added. DCM (100 mL) and water (100 mL) were added to the reaction mixture after being stirred overnight, followed by the addition of 5 mL of 1.4 N HCl aqueous solution. Layers were separated and the aqueous layer was ex... The reactants are CCO, Cl, CCC(OC(=O)C(OC)c1ccccc1)c1sc(-c2ccc(C(F)(F)F)cc2)nc1CN1CCC(C(F)(F)F)CC1, [Na+], C1CCOC1, [OH-], O. The product is CCC(O)c1sc(-c2ccc(C(F)(F)F)cc2)nc1CN1CCC(C(F)(F)F)CC1. RXN SMILES: [CH3:50][CH2:51][OH:52].[ClH:44].[F:1][C:2]([c:3]1[cH:4][cH:5][c:6](-[c:9]2[s:10][c:11]([CH:25]([CH2:26][CH3:27])[O:28][C:29](=[O:30])[CH:31]([O:32][CH3:33])[c:34]3[cH:35][cH:36][cH:37][cH:38][cH:39]3)[c:12]([CH2:14][N:15]3[CH2:16][CH2:17][CH:18]([C:21]([F:22])([F:23])[F:24])[CH2:19][CH2:20]3)[n:13]2)[cH:7][cH:8]1)([F:40])[F:41].[Na+:43].[O:45]1[CH2:46][CH2:47][CH2:48][CH2:49]1.[OH-:42].[OH2:53]>>[F:1][C:2]([c:3]1[cH:4][cH:5][c:6](-[c:9]2[s:10][c:11]([CH:25]([CH2:26][CH3:27])[OH:28])[c:12]([CH2:14][N:15]3[CH2:16][CH2:17][CH:18]([C:21]([F:22])([F:23])[F:24])[CH2:19][CH2:20]3)[n:13]2)[cH:7][cH:8]1)([F:40])[F:41]. Reactants: COC[C@H](C)OC=1C=C(C(=O)NC2=NN(C=C2)C)C=C(C1)OCC1=CC=CC=C1 (3-[(1S)-2-methoxy-(1-methylethyl)oxy]-N-(1-methyl-1H-pyrazol-3-yl)-5-[(phenylmethyl)oxy]benzamide). Reagents/catalysts: [Pd] (palladium on carbon). Run in C1CCOC1 (THF), CO (methanol), C1CCOC1 (THF), CO (methanol). Reaction conditions: time 70 hour. The product is OC=1C=C(C(=O)NC2=NN(C=C2)C)C=C(C1)O[C@H](COC)C (3-Hydroxy-5-[(1S)-2-methoxy-(1-methylethyl)oxy]-N-(1-methyl-1H-pyrazol-3-yl)benzamide). The yield is 94.7%. As a reaction SMILES: [CH3:1][O:2][CH2:3][C@@H:4]([O:6][C:7]1[CH:8]=[C:9]([CH:19]=[C:20]([O:22]CC2C=CC=CC=2)[CH:21]=1)[C:10]([NH:12][C:13]1[CH:17]=[CH:16][N:15]([CH3:18])[N:14]=1)=[O:11])[CH3:5]>C1COCC1.CO.[Pd]>[OH:22][C:20]1[CH:19]=[C:9]([CH:8]=[C:7]([O:6][C@@H:4]([CH3:5])[CH2:3][O:2][CH3:1])[CH:21]=1)[C:10]([NH:12][C:13]1[CH:17]=[CH:16][N:15]([CH3:18])[N:14]=1)=[O:11]. Reported procedure: To a solution of 3-[(1S)-2-methoxy-(1-methylethyl)oxy]-N-(1-methyl-1H-pyrazol-3-yl)-5-[(phenylmethyl)oxy]benzamide (7.07 g) in THF (50 mL) and methanol (50 mL) was added 10% palladium on carbon (727 mg) as a slurry in THF (1 mL) and methanol (1 mL). The mixture was placed under vacuum and stirred under an atmosphere of hydrogen for 70 hours. The mixture was filtered through diatomaceous earth, and the diatomaceous earth washed with methanol (2×100 mL), followed by evaporation in vacuo. The resid... The reactants are C(C)C=1N(C(C=C(N1)C)=O)CCOC1=CC=C(C=C1)CC(C(=O)O)O (3-[4-[2-[2-ethyl-4-methyl-6-oxo-1,6-dihydro-1-pyrimidinyl]ethoxy]phenyl]-2-hydroxypropionic acid), Cl (hydrochloric acid), C(C)O (ethanol). Run in O (water). Product: C(C)C=1N(C(C=C(N1)C)=O)CCOC1=CC=C(C=C1)CC(C(=O)OCC)O (Ethyl 3-[4-[2-[2-ethyl-4-methyl-6-oxo-1,6-dihydro-1-pyrimidinyl]ethoxy]phenyl]-2-hydroxypropionate). Yield: 26.0%. As a reaction SMILES: [CH2:1]([C:3]1[N:4]([CH2:11][CH2:12][O:13][C:14]2[CH:19]=[CH:18][C:17]([CH2:20][CH:21]([OH:25])[C:22]([OH:24])=[O:23])=[CH:16][CH:15]=2)[C:5](=[O:10])[CH:6]=[C:7]([CH3:9])[N:8]=1)[CH3:2].Cl.[CH2:27](O)[CH3:28]>O>[CH2:1]([C:3]1[N:4]([CH2:11][CH2:12][O:13][C:14]2[CH:15]=[CH:16][C:17]([CH2:20][CH:21]([OH:25])[C:22]([O:24][CH2:27][CH3:28])=[O:23])=[CH:18][CH:19]=2)[C:5](=[O:10])[CH:6]=[C:7]([CH3:9])[N:8]=1)[CH3:2]. Procedure details: A solution of 3-[4-[2-[2-ethyl-4-methyl-6-oxo-1,6-dihydro-1-pyrimidinyl]ethoxy]phenyl]-2-hydroxypropionic acid (346 mg, 1.0 mmol) (obtained from preparation 28) in ethanol (3 ml) containing concentrated hydrochloric acid (0.1 ml) was refluxed for 10 h. The solution was cooled to room temperature, diluted with water and extracted with EtOAc (2×10 ml). The combined organic extracts were washed with brine, dried over anhydrous Na2SO4 and concentrated to yield the title compound (97 mg, 26%). Reaction SMILES: [Ag+2:21].[Br:1][c:2]1[c:3]([CH3:10])[cH:4][c:5]([OH:9])[n:6][c:7]1[CH3:8].[C:17](=[O:18])([O-:19])[O-:20].[CH3:11][I:12].[CH:13]([Cl:14])([Cl:15])[Cl:16]>>[Br:1][c:2]1[c:3]([CH3:10])[cH:4][c:5]([O:9][CH3:11])[n:6][c:7]1[CH3:8]. Product: COc1cc(C)c(Br)c(C)n1. Reactants: [Ag+2], Cc1cc(O)nc(C)c1Br, O=C([O-])[O-], CI, ClC(Cl)Cl.